Dataset: the Open Reaction Database (ORD), a public repository of structured organic reaction records. Task: describe an organic reaction: reactants, conditions, products, and yield The reactants are O=C(O)C1CCCN1C(=O)OCc1ccccc1, CC(=O)c1ccc(N)cc1. Reagents/catalysts: CCOP(=O)(OCC)ON1C(=O)C2=CC=CC=C2N=N1 (DEPBT), CCN(C(C)C)C(C)C (DIPEA). Solvent: CN(C)C=O (DMF), CN(C)C=O (DMF), CN(C)C=O (DMF), CN(C)C=O (DMF), CN(C)C=O (DMF), CN(C)C=O (DMF). Run at temperature 25 celsius, time 2 hour. Yields the product CC(=O)c1ccc(NC(=O)C2CCCN2C(=O)OCc2ccccc2)cc1. Yield: 1.9%. RXN SMILES: CC(=O)c1ccc(N)cc1.O=C(O)C1CCCN1C(=O)OCc1ccccc1.CCOP(=O)(OCC)ON1C(=O)C2=CC=CC=C2N=N1.CCN(C(C)C)C(C)C.CN(C)C=O>>CC(=O)c1ccc(NC(=O)C2CCCN2C(=O)OCc2ccccc2)cc1. The reactants are CCNCC, ClC(Cl)Cl, ClCCl, O=C(NC(Cc1ccccc1)C(=O)O)c1cc2cc(Cl)ccc2[nH]1. Yields the product CCN(CC)C(=O)C(Cc1ccccc1)NC(=O)c1cc2cc(Cl)ccc2[nH]1. As a reaction SMILES: [CH2:1]([CH3:2])[NH:3][CH2:4][CH3:5].[CH:33]([Cl:34])([Cl:35])[Cl:36].[Cl:30][CH2:31][Cl:32].[Cl:6][c:7]1[cH:8][c:9]2[cH:10][c:11]([C:16](=[O:17])[NH:18][CH:19]([C:20](=[O:21])[OH:22])[CH2:23][c:24]3[cH:25][cH:26][cH:27][cH:28][cH:29]3)[nH:12][c:13]2[cH:14][cH:15]1>>[CH2:1]([CH3:2])[N:3]([CH2:4][CH3:5])[C:20]([CH:19]([NH:18][C:16]([c:11]1[cH:10][c:9]2[cH:8][c:7]([Cl:6])[cH:15][cH:14][c:13]2[nH:12]1)=[O:17])[CH2:23][c:24]1[cH:25][cH:26][cH:27][cH:28][cH:29]1)=[O:21]. The reactants are Cc1noc(C)c1CBr, O=C([O-])[O-], Cn1c(=O)[nH]c2nn(Cc3cccc4ccccc34)c(-c3ccncc3)c2c1=O, [K+], [K+], CN(C)C=O. Product: Cc1noc(C)c1Cn1c(=O)n(C)c(=O)c2c(-c3ccncc3)n(Cc3cccc4ccccc34)nc21. Reaction SMILES: [Br:30][CH2:31][c:32]1[c:33]([CH3:38])[n:34][o:35][c:36]1[CH3:37].[C:39](=[O:40])([O-:41])[O-:42].[CH3:1][n:2]1[c:3](=[O:29])[nH:4][c:5]2[c:6]([c:7]1=[O:8])[c:9](-[c:23]1[cH:24][cH:25][n:26][cH:27][cH:28]1)[n:10]([CH2:12][c:13]1[cH:14][cH:15][cH:16][c:17]3[cH:18][cH:19][cH:20][cH:21][c:22]13)[n:11]2.[K+:43].[K+:44].[O:45]=[CH:46][N:47]([CH3:48])[CH3:49]>>[CH3:1][n:2]1[c:3](=[O:29])[n:4]([CH2:31][c:32]2[c:33]([CH3:38])[n:34][o:35][c:36]2[CH3:37])[c:5]2[c:6]([c:7]1=[O:8])[c:9](-[c:23]1[cH:24][cH:25][n:26][cH:27][cH:28]1)[n:10]([CH2:12][c:13]1[cH:14][cH:15][cH:16][c:17]3[cH:18][cH:19][cH:20][cH:21][c:22]13)[n:11]2. Starting materials: N1(CCOCC1)N1C(C(C2=CC=CC=C12)CC1=CC=NC=C1)=O (1,3-dihydro-1-(4-morpholinyl)-3-(4-pyridinylmethyl )-2H-indol-2-one), [H-].[Na+] (sodium hydride), BrCC(=O)OCC (ethyl bromoacetate), product. Yields the product O=C1N(C2=CC=CC=C2C1(CC(=O)OCC)CC1=CC=NC=C1)N1CCOCC1 (1,3-dihydro-2-oxo-1-(4-morpholinyl)-3-(4-pyridinyl methyl)-2H-indol-3-acetic acid, ethyl ester). RXN SMILES: [N:1]1([N:7]2[C:15]3[C:10](=[CH:11][CH:12]=[CH:13][CH:14]=3)[CH:9]([CH2:16][C:17]3[CH:22]=[CH:21][N:20]=[CH:19][CH:18]=3)[C:8]2=[O:23])[CH2:6][CH2:5][O:4][CH2:3][CH2:2]1.[H-].[Na+].Br[CH2:27][C:28]([O:30][CH2:31][CH3:32])=[O:29]>>[O:23]=[C:8]1[C:9]([CH2:16][C:17]2[CH:18]=[CH:19][N:20]=[CH:21][CH:22]=2)([CH2:27][C:28]([O:30][CH2:31][CH3:32])=[O:29])[C:10]2[C:15](=[CH:14][CH:13]=[CH:12][CH:11]=2)[N:7]1[N:1]1[CH2:6][CH2:5][O:4][CH2:3][CH2:2]1 |f:1.2|. Procedure details: The product obtained from Example 20 could be reacted with sodium hydride and ethyl bromoacetate in a manner similar to Example 8 to render the product as a crystalline white solid, m.p. 168°-170° C. (hexanechloroform). High Res. Mass Spec. Calcd. for C22H25N3O4 : 396.1923 (M+H) . Found: 396. 1922.